From a dataset of the Open Reaction Database (ORD), a public repository of structured organic reaction records. describe an organic reaction: reactants, conditions, products, and yield Starting materials: N#CC1(CNc2nc(F)ccc2F)CCOCC1, [H-], [Na+], CN(C)C=O, OCc1ccccc1. The product is N#CC1(CNc2nc(OCc3ccccc3)ccc2F)CCOCC1. RXN SMILES: [F:11][c:12]1[c:13]([NH:19][CH2:20][C:21]2([C:27]#[N:28])[CH2:22][CH2:23][O:24][CH2:25][CH2:26]2)[n:14][c:15]([F:18])[cH:16][cH:17]1.[H-:9].[Na+:10].[O:29]=[CH:30][N:31]([CH3:32])[CH3:33].[OH:1][CH2:2][c:3]1[cH:4][cH:5][cH:6][cH:7][cH:8]1>>[O:1]([CH2:2][c:3]1[cH:4][cH:5][cH:6][cH:7][cH:8]1)[c:15]1[n:14][c:13]([NH:19][CH2:20][C:21]2([C:27]#[N:28])[CH2:22][CH2:23][O:24][CH2:25][CH2:26]2)[c:12]([F:11])[cH:17][cH:16]1. Starting materials: C1(=CC=CC=C1)C=1SCC(N1)C(=O)O (2-phenylthiazoline-4 carboxylic acid), base, CI (methyl iodide). Solvent: O1CCCC1 (tetrahydrofuran). Yields the product C1(=CC=CC=C1)C=1SCC(N1)(C(=O)O)C (2-phenyl-4-methylthiazoline-4 carboxylic acid). As a reaction SMILES: [C:1]1([C:7]2[S:8][CH2:9][CH:10]([C:12]([OH:14])=[O:13])[N:11]=2)[CH:6]=[CH:5][CH:4]=[CH:3][CH:2]=1.[CH3:15]I>O1CCCC1>[C:1]1([C:7]2[S:8][CH2:9][C:10]([CH3:15])([C:12]([OH:14])=[O:13])[N:11]=2)[CH:2]=[CH:3][CH:4]=[CH:5][CH:6]=1. Reported procedure: Cysteine, benzonitrile, and 5 equivalents of triethylamine were refluxed in ethanol for 6-8 hours to obtain a 66-70% yield of 2-phenylthiazoline-4-carboxylic acid. The 2-phenylthiazoline-4 carboxylic acid was reacted with 2.05 equivalents of base and 1 equivalent of methyl iodide in tetrahydrofuran at 0° C. to form 2-phenyl-4-methylthiazoline-4 carboxylic acid. The 2-phenyl-4-methylthiazoline-4 carboxylic acid can be resolved and isolated as the (S)-enantiomer using emulsion crystallization, and... Product: COC(=O)c1ccc(NC(=O)N(c2c3ccccc3nn2-c2ccccc2)C2CCCCC2)c(C)c1. RXN SMILES: [CH3:23][O:24][C:25]([c:26]1[cH:27][c:28]([CH3:35])[c:29]([N:32]=[C:33]=[O:34])[cH:30][cH:31]1)=[O:36].[CH3:37][c:38]1[cH:39][cH:40][cH:41][cH:42][cH:43]1.[CH:1]1([NH:7][c:8]2[n:9](-[c:17]3[cH:18][cH:19][cH:20][cH:21][cH:22]3)[n:10][c:11]3[cH:12][cH:13][cH:14][cH:15][c:16]23)[CH2:2][CH2:3][CH2:4][CH2:5][CH2:6]1>>[CH:1]1([N:7]([c:8]2[n:9](-[c:17]3[cH:18][cH:19][cH:20][cH:21][cH:22]3)[n:10][c:11]3[cH:12][cH:13][cH:14][cH:15][c:16]23)[C:33]([NH:32][c:29]2[c:28]([CH3:35])[cH:27][c:26]([C:25]([O:24][CH3:23])=[O:36])[cH:31][cH:30]2)=[O:34])[CH2:2][CH2:3][CH2:4][CH2:5][CH2:6]1. The reactants are COC(=O)c1ccc(N=C=O)c(C)c1, Cc1ccccc1, c1ccc(-n2nc3ccccc3c2NC2CCCCC2)cc1. The reactants are O=C([O-])O, C1COCCO1, Cc1csc(S(=O)(=O)C(C)(C)c2cc(N3CCOCC3C)nc(-c3ccc(N)cc3)n2)n1, CCOCC, O=C(Cl)Oc1ccccc1, [Na+]. Yields the product Cc1csc(S(=O)(=O)C(C)(C)c2cc(N3CCOCC3C)nc(-c3ccc(NC(=O)Oc4ccccc4)cc3)n2)n1. RXN SMILES: [C:33](=[O:34])([OH:35])[O-:36].[CH2:48]1[O:49][CH2:50][CH2:51][O:52][CH2:53]1.[CH3:1][CH:2]1[CH2:3][O:4][CH2:5][CH2:6][N:7]1[c:8]1[n:9][c:10](-[c:26]2[cH:27][cH:28][c:29]([NH2:30])[cH:31][cH:32]2)[n:11][c:12]([C:14]([CH3:15])([CH3:16])[S:17](=[O:18])(=[O:19])[c:20]2[s:21][cH:22][c:23]([CH3:25])[n:24]2)[cH:13]1.[CH3:54][CH2:55][O:56][CH2:57][CH3:58].[Cl:38][C:39](=[O:40])[O:41][c:42]1[cH:43][cH:44][cH:45][cH:46][cH:47]1.[Na+:37]>>[CH3:1][CH:2]1[CH2:3][O:4][CH2:5][CH2:6][N:7]1[c:8]1[n:9][c:10](-[c:26]2[cH:27][cH:28][c:29]([NH:30][C:39](=[O:40])[O:41][c:42]3[cH:43][cH:44][cH:45][cH:46][cH:47]3)[cH:31][cH:32]2)[n:11][c:12]([C:14]([CH3:15])([CH3:16])[S:17](=[O:18])(=[O:19])[c:20]2[s:21][cH:22][c:23]([CH3:25])[n:24]2)[cH:13]1. The reactants are C(C=1C(O)=CC=CC1)(=O)OC (methyl salicylate), C(C)N(CCCCl)CC (3-diethylaminopropyl chloride), C([O-])([O-])=O.[K+].[K+] (potassium carbonate). Solvent: CC(CC)=O (2-butanone). The product is C(C)N(C(COC1=C(C(=O)O)C=CC=C1)C)CC (2-(2-diethylaminopropoxy)benzoic acid). As a reaction SMILES: [C:1]([O:10]C)(=[O:9])[C:2]1[C:3](=[CH:5][CH:6]=[CH:7][CH:8]=1)[OH:4].[CH2:12]([N:14]([CH2:19][CH3:20])[CH2:15][CH2:16]CCl)[CH3:13].[C:21](=O)([O-])[O-].[K+].[K+]>CC(=O)CC>[CH2:19]([N:14]([CH2:12][CH3:13])[CH:15]([CH3:16])[CH2:21][O:4][C:3]1[CH:5]=[CH:6][CH:7]=[CH:8][C:2]=1[C:1]([OH:10])=[O:9])[CH3:20] |f:2.3.4|. Reported procedure: A mixture of 15.2 g. (0.10 mol.) of methyl salicylate, 16.45 g. (0.11 mol.) of 3-diethylaminopropyl chloride and 27.7 g. (0.20 mol.) of potassium carbonate in 250 ml. of 2-butanone is refluxed for 22 hours to give 2-(2-diethylaminopropoxy)benzoic acid which is converted to the corresponding hydrochloride salt by heating with 100 ml. of concentrated hydrochloric acid for three hours, m.p. 137°-140°. Starting materials: C(C)(C)C=1C=C(N)C=CC1O (3-isopropyl-4-hydroxyaniline), OC=1C=C2C(C(NC2=CC1C(C)C)=O)=O (5-hydroxy-6-isopropyl-1H-indole-2,3-dione), C1=CC(=CC=C1NN)S(=O)(=O)N.Cl (4-sulfonamidophenylhydrazine hydrochloride). Yields the product OC=1C=C2C(C(NC2=CC1C(C)C)=O)=O (5-Hydroxy-6-isopropyl-1H-indole-2,3-dione), OC=1C=C2C(C(NC2=CC1C(C)C)=O)=NNC1=CC=C(C=C1)S(=O)(=O)N (4-[N′-(5-Hydroxy-6-isopropyl-2-oxo-1,2-dihydro-indol-3-ylidene)-hydrazino]-benzenesulfonamide). RXN SMILES: C(C1C=C(C=CC=1O)N)(C)C.[OH:12][C:13]1[CH:14]=[C:15]2[C:19](=[CH:20][C:21]=1[CH:22]([CH3:24])[CH3:23])[NH:18][C:17](=[O:25])[C:16]2=[O:26].[CH:27]1[C:32]([NH:33][NH2:34])=[CH:31][CH:30]=[C:29]([S:35]([NH2:38])(=[O:37])=[O:36])[CH:28]=1.Cl>>[OH:12][C:13]1[CH:14]=[C:15]2[C:19](=[CH:20][C:21]=1[CH:22]([CH3:24])[CH3:23])[NH:18][C:17](=[O:25])[C:16]2=[O:26].[OH:12][C:13]1[CH:14]=[C:15]2[C:19](=[CH:20][C:21]=1[CH:22]([CH3:24])[CH3:23])[NH:18][C:17](=[O:25])[C:16]2=[N:34][NH:33][C:32]1[CH:31]=[CH:30][C:29]([S:35]([NH2:38])(=[O:36])=[O:37])=[CH:28][CH:27]=1 |f:2.3|. Reported procedure: 5-Hydroxy-6-isopropyl-1H-indole-2,3-dione was prepared from 3-isopropyl-4-hydroxyaniline according to Procedure A: 1H NMR (DMSO-d6): δ1.12 (d, J=6.8 Hz, 6H), 3.21 (septet, J=6.9 Hz, 1H), 6.62 (s, 1H), 6.82 (s,1H), 9.51 (1H), 10.61 (s, 1H); ESI−MS m/z 204 (M−H)−. The title compound was prepared from 5-hydroxy-6-isopropyl-1H-indole-2,3-dione and 4-sulfonamidophenylhydrazine hydrochloride according to Procedure G: mp>250° C.; 1H NMR (DMSO-d6): δ1.12 (d, J=7.0 Hz, 6H), 3.21 (septet, J=6.8 Hz, 1H), 6...